Dataset: the Open Reaction Database (ORD), a public repository of structured organic reaction records. Task: describe an organic reaction: reactants, conditions, products, and yield Starting materials: C1CCOC1, CCOCC, CCOC(C)=O, C, Cl, [Li]C, O=C(O)c1ccc(C(F)(F)F)cc1O. Yields the product CC(=O)c1ccc(C(F)(F)F)cc1O. As a reaction SMILES: [CH2:30]1[O:31][CH2:32][CH2:33][CH2:34]1.[CH3:19][CH2:20][O:21][CH2:22][CH3:23].[CH3:24][CH2:25][O:26][C:27]([CH3:28])=[O:29].[CH4:17].[ClH:18].[Li:15][CH3:16].[OH:1][c:2]1[c:3]([C:4](=[O:5])[OH:6])[cH:7][cH:8][c:9]([C:11]([F:12])([F:13])[F:14])[cH:10]1>>[OH:1][c:2]1[c:3]([C:4](=[O:6])[CH3:16])[cH:7][cH:8][c:9]([C:11]([F:12])([F:13])[F:14])[cH:10]1. Yields the product Cl.C(C)(C)OC([C@@H]([C@H](CC1CCCCC1)N)O)=O ((2R, 3S)3-amino-4-cyclohexyl-2-hydroxybutyric acid isopropyl ester hydrochloride). Procedure: Hydrogen chloride was passed into a suspension of 1.0 g of (2R, 3S)-3-amino-4-cyclohexyl-2-hydroxy butyric acid hydrochloride in 10 ml of isopropyl alcohol with stirring under ice-cooling, and the mixture was heated under reflux for 2 hours. After evaporation of the reaction mixture, benzene was added to the residue and the mixture was evaporated under reduced pressure. The residue was dissolved in 10 ml of ethyl acetate and the precipitated crystals were collected by filtration to obtain 1.0 g ... Reactants: Cl (Hydrogen chloride), Cl.N[C@H]([C@H](C(=O)O)O)CC1CCCCC1 ((2R, 3S)-3-amino-4-cyclohexyl-2-hydroxy butyric acid hydrochloride), C(C)(C)O (isopropyl alcohol). Reaction SMILES: [ClH:1].Cl.[NH2:3][C@@H:4]([CH2:10][CH:11]1[CH2:16][CH2:15][CH2:14][CH2:13][CH2:12]1)[C@@H:5]([OH:9])[C:6]([OH:8])=[O:7].[CH:17](O)([CH3:19])[CH3:18]>>[ClH:1].[CH:17]([O:7][C:6](=[O:8])[C@H:5]([OH:9])[C@@H:4]([NH2:3])[CH2:10][CH:11]1[CH2:16][CH2:15][CH2:14][CH2:13][CH2:12]1)([CH3:19])[CH3:18] |f:1.2,4.5|. As a reaction SMILES: [SH:1][C:2]1[S:3][CH2:4][CH2:5][N:6]=1.[H-].[Na+].[Na].[CH3:10][CH:11](Br)[CH2:12][O:13][C:14]1[CH:19]=[CH:18][C:17]([S:20][CH:21]([CH3:24])[CH2:22][CH3:23])=[CH:16][CH:15]=1>>[CH3:10][CH:11]([S:1][C:2]1[S:3][CH2:4][CH2:5][N:6]=1)[CH2:12][O:13][C:14]1[CH:15]=[CH:16][C:17]([S:20][CH:21]([CH3:24])[CH2:22][CH3:23])=[CH:18][CH:19]=1 |f:1.2,^1:8|. Product: CC(COC1=CC=C(C=C1)SC(CC)C)SC=1SCCN1 (2-{1-methyl-2-[4-(1-methylpropylthio)phenoxy]ethylthio}-2-thiazoline). The reactants are SC=1SCCN1 (2-mercapto-2-thiazoline), [H-].[Na+] (sodium hydride), [Na] (sodium), CC(COC1=CC=C(C=C1)SC(CC)C)Br (1-methyl-2-[4-(1methylpropylthio)phenoxy]ethyl bromide). Reported procedure: Generally following the procedure of Example 7, 2-mercapto-2-thiazoline (0.67 g, 5.6 mmol) is treated with sodium hydride (0.35 g, 7.3 mmol), with cooling, and the resulting sodium salt is reacted with 1-methyl-2-[4-(1methylpropylthio)phenoxy]ethyl bromide (1.70 g, 5.6 mmol) at RT to give 2-{1-methyl-2-[4-(1-methylpropylthio)phenoxy]ethylthio}-2-thiazoline. The reactants are CO (methanol), C(C1=CC=CC=C1)(=O)NC1=C(C(=O)O)C=CC(=C1)C(C1=CC=CC=C1)=O (2-(benzamido)-4-benzoylbenzoic acid). Reagents/catalysts: [C].[Pd] (palladium-carbon). Solvent: C(C)(=O)OCC (ethyl acetate). Product: C(C1=CC=CC=C1)(=O)NC1=C(C(=O)O)C=CC(=C1)CC1=CC=CC=C1 (2-(benzamido)-4-benzylbenzoic acid). Yield: 76.4%. RXN SMILES: CO.[C:3]([NH:11][C:12]1[CH:20]=[C:19]([C:21](=O)[C:22]2[CH:27]=[CH:26][CH:25]=[CH:24][CH:23]=2)[CH:18]=[CH:17][C:13]=1[C:14]([OH:16])=[O:15])(=[O:10])[C:4]1[CH:9]=[CH:8][CH:7]=[CH:6][CH:5]=1>[C].[Pd].C(OCC)(=O)C>[C:3]([NH:11][C:12]1[CH:20]=[C:19]([CH2:21][C:22]2[CH:27]=[CH:26][CH:25]=[CH:24][CH:23]=2)[CH:18]=[CH:17][C:13]=1[C:14]([OH:16])=[O:15])(=[O:10])[C:4]1[CH:5]=[CH:6][CH:7]=[CH:8][CH:9]=1 |f:2.3|. Reported procedure: 30 mg of 5% palladium-carbon was added to a mixed solution of 1.5 mL of methanol and 2 mL of ethyl acetate containing the obtained 0.15 g of 2-(benzamido)-4-benzoylbenzoic acid and stirred under hydrogen atmosphere at room temperature for ten hours. Insoluble were removed by filtration and the solvent was evaporated under reduced pressure. Hexane was added to the obtained residue and a solid substance was separated by filtration to obtain 0.11 g of 2-(benzamido)-4-benzylbenzoic acid as white sol... Starting materials: CNS(=O)(=O)C=1C=C2CC(NC2=CC1)=O (5-methylaminosulphonyloxindole), [H-].[Na+] (sodium hydride), ClC1=NC=NC2=CC(=C(C=C12)OC)OCCOC (4-chloro-6-methoxy-7-(2-methoxyethoxy)quinazoline). Solvent: CN(C)C=O (DMF), CN(C)C=O (DMF). Conditions: time 30 minute. The product is Cl.COC=1C=C2C(=NC=NC2=CC1OCCOC)C1C(NC2=CC=C(C=C12)S(=O)(=O)NC)=O (6-methoxy-7-(2-methoxyethoxy)-4-(5-methylaminosulphonyloxindol-3-yl)quinazoline hydrochloride). Isolated yield 67.2%. As a reaction SMILES: [CH3:1][NH:2][S:3]([C:6]1[CH:7]=[C:8]2[C:12](=[CH:13][CH:14]=1)[NH:11][C:10](=[O:15])[CH2:9]2)(=[O:5])=[O:4].[H-].[Na+].[Cl:18][C:19]1[C:28]2[C:23](=[CH:24][C:25]([O:31][CH2:32][CH2:33][O:34][CH3:35])=[C:26]([O:29][CH3:30])[CH:27]=2)[N:22]=[CH:21][N:20]=1>CN(C=O)C>[ClH:18].[CH3:30][O:29][C:26]1[CH:27]=[C:28]2[C:23](=[CH:24][C:25]=1[O:31][CH2:32][CH2:33][O:34][CH3:35])[N:22]=[CH:21][N:20]=[C:19]2[CH:9]1[C:8]2[C:12](=[CH:13][CH:14]=[C:6]([S:3]([NH:2][CH3:1])(=[O:5])=[O:4])[CH:7]=2)[NH:11][C:10]1=[O:15] |f:1.2,5.6|. Procedure: A solution of 5-methylaminosulphonyloxindole (252 mg, 1.1 mmol), (prepared as described for the starting material in Example 69), in DMF (2.5 ml) was added dropwise to a suspension of sodium hydride (45 mg, 1.1 mmol, prewashed with hexane) in DMF (1.5 ml). The mixture was stirred for 30 minutes at ambient temperature and 4-chloro-6-methoxy-7-(2-methoxyethoxy)quinazoline (100 mg, 0.37 mmol), (prepared as described for the starting material in Example 2), was added as a solid. The mixture was then... Starting materials: C(CCC)(=O)O[C@H](C)C1=NC=CC(=N1)Cl ((R)-1-(4-chloro-pyrimidin-2-yl)-ethyl butyrate), Cl (hydrochloric acid). Run in O1CCOCC1 (dioxane). Reaction conditions: time 5 hour. Yields the product ClC1=NC(=NC=C1)[C@@H](C)O ((R)-1-(4-Chloro-pyrimidin-2-yl)-ethanol). Yield: 71.0%. Reaction SMILES: C([O:6][C@@H:7]([C:9]1[N:14]=[C:13]([Cl:15])[CH:12]=[CH:11][N:10]=1)[CH3:8])(=O)CCC.Cl>O1CCOCC1>[Cl:15][C:13]1[CH:12]=[CH:11][N:10]=[C:9]([C@H:7]([OH:6])[CH3:8])[N:14]=1. Reported procedure: To a solution of (R)-1-(4-chloro-pyrimidin-2-yl)-ethyl butyrate (prepared according to the method of Preparation Seven, 250 mg, 1.1 mmol) in dioxane (0.9 mL) was added concentrated hydrochloric acid (0.9 mL). This mixture was allowed to stir at room temperature for 5 h, quenched with saturated aqueous sodium bicarbonate followed by solid sodium bicarbonate until no more gas evolution was evident. Dichloromethane was added and the layers were separated. The aqueous phase was extracted with dichlo...